The task is: describe an organic reaction: reactants, conditions, products, and yield. This data is from the Open Reaction Database (ORD), a public repository of structured organic reaction records. The reactants are C12(CC3CC(CC(C1)C3)C2)COC2=CC(=C(C(=O)OC)C=C2I)F (methyl 4-(adamantan-1-ylmethoxy)-2-fluoro-5-iodobenzoate), O.[OH-].[Li+] (lithium hydroxide monohydrate), Cl (hydrochloric acid), C(C)(=O)OCC (ethyl acetate). The solvent is O1CCCC1 (tetrahydrofuran), O (water). Run at time 16 hour. Yields the product C12(CC3CC(CC(C1)C3)C2)COC2=CC(=C(C(=O)O)C=C2I)F (4-(adamantan-1-ylmethoxy)-2-fluoro-5-iodobenzoic acid). The yield is 100.4%. RXN SMILES: [C:1]12([CH2:11][O:12][C:13]3[C:22]([I:23])=[CH:21][C:16]([C:17]([O:19]C)=[O:18])=[C:15]([F:24])[CH:14]=3)[CH2:10][CH:5]3[CH2:6][CH:7]([CH2:9][CH:3]([CH2:4]3)[CH2:2]1)[CH2:8]2.O.[OH-].[Li+].Cl.C(OCC)(=O)C>O1CCCC1.O>[C:1]12([CH2:11][O:12][C:13]3[C:22]([I:23])=[CH:21][C:16]([C:17]([OH:19])=[O:18])=[C:15]([F:24])[CH:14]=3)[CH2:2][CH:3]3[CH2:4][CH:5]([CH2:6][CH:7]([CH2:9]3)[CH2:8]1)[CH2:10]2 |f:1.2.3|. Procedure details: To a solution of methyl 4-(adamantan-1-ylmethoxy)-2-fluoro-5-iodobenzoate (1.80 g, 4.05 mmol) in tetrahydrofuran (10 mL) was added a solution of lithium hydroxide monohydrate (0.85 g, 20.30 mmol) in water (4 mL) at 0° C. The reaction mixture was allowed to warm to room temperature and stirred for 16 hours. After addition of 1 N hydrochloric acid (10 mL) and ethyl acetate (150 mL), the organic phase was separated, washed with 1 N hydrochloric acid (10 mL) and brine (10 mL); dried over anhydrous s... Reactants: CCOC(=O)n1c(C(=O)c2cc(COC(C)=O)co2)c(N)c2ccc(Cl)cc21, CC(=O)OC(C)C(=O)Cl. Yields the product CCOC(=O)n1c(C(=O)c2cc(COC(C)=O)co2)c(NC(=O)C(C)OC(C)=O)c2ccc(Cl)cc21. As a reaction SMILES: [C:1]([CH3:2])(=[O:3])[O:4][CH2:5][c:6]1[cH:7][c:8]([C:11](=[O:12])[c:13]2[n:14]([C:24](=[O:25])[O:26][CH2:27][CH3:28])[c:15]3[cH:16][c:17]([Cl:23])[cH:18][cH:19][c:20]3[c:21]2[NH2:22])[o:9][cH:10]1.[C:29]([CH3:30])(=[O:31])[O:32][CH:33]([C:34](=[O:35])[Cl:36])[CH3:37]>>[C:1]([CH3:2])(=[O:3])[O:4][CH2:5][c:6]1[cH:7][c:8]([C:11](=[O:12])[c:13]2[n:14]([C:24](=[O:25])[O:26][CH2:27][CH3:28])[c:15]3[cH:16][c:17]([Cl:23])[cH:18][cH:19][c:20]3[c:21]2[NH:22][C:34]([CH:33]([O:32][C:29]([CH3:30])=[O:31])[CH3:37])=[O:35])[o:9][cH:10]1. The product is CC(NC(=O)N(CCS)CCc1ccccc1)C(=O)N1CCN(C)CC1. Reactants: CC(=O)SCCN(CCc1ccccc1)C(=O)NC(C)C(=O)N1CCN(C)CC1, CO, [Na+], [OH-], O=C(O)CC(O)(CC(=O)O)C(=O)O. As a reaction SMILES: [C:1](=[O:2])([CH3:3])[S:4][CH2:5][CH2:6][N:7]([C:8]([NH:9][CH:10]([C:11](=[O:12])[N:13]1[CH2:14][CH2:15][N:16]([CH3:19])[CH2:17][CH2:18]1)[CH3:20])=[O:21])[CH2:22][CH2:23][c:24]1[cH:25][cH:26][cH:27][cH:28][cH:29]1.[CH3:45][OH:46].[Na+:31].[OH-:30].[OH:32][C:33]([CH2:34][C:35]([C:36](=[O:37])[OH:38])([CH2:39][C:40](=[O:41])[OH:42])[OH:43])=[O:44]>>[SH:4][CH2:5][CH2:6][N:7]([C:8]([NH:9][CH:10]([C:11](=[O:12])[N:13]1[CH2:14][CH2:15][N:16]([CH3:19])[CH2:17][CH2:18]1)[CH3:20])=[O:21])[CH2:22][CH2:23][c:24]1[cH:25][cH:26][cH:27][cH:28][cH:29]1.